From a dataset of the Open Reaction Database (ORD), a public repository of structured organic reaction records. describe an organic reaction: reactants, conditions, products, and yield The reactants are FC(F)(F)c1cc(Br)ccc1Cl, O=C([O-])[O-], [Cs+], [Cs+], Cc1cnc(Cl)nc1N, C1COCCO1, O=C(C=Cc1ccccc1)C=Cc1ccccc1, O=C(C=Cc1ccccc1)C=Cc1ccccc1, O=C(C=Cc1ccccc1)C=Cc1ccccc1, [Pd], [Pd]. Yields the product Cc1cnc(Cl)nc1Nc1ccc(Cl)c(C(F)(F)F)c1. RXN SMILES: [Br:1][c:2]1[cH:3][c:4]([C:9]([F:10])([F:11])[F:12])[c:5]([Cl:8])[cH:6][cH:7]1.[C:22](=[O:23])([O-:24])[O-:25].[Cs+:26].[Cs+:27].[NH2:13][c:14]1[n:15][c:16]([Cl:21])[n:17][cH:18][c:19]1[CH3:20].[O:28]1[CH2:29][CH2:30][O:31][CH2:32][CH2:33]1.[O:36]=[C:37]([CH:38]=[CH:39][c:40]1[cH:41][cH:42][cH:43][cH:44][cH:45]1)[CH:46]=[CH:47][c:48]1[cH:49][cH:50][cH:51][cH:52][cH:53]1.[O:54]=[C:55]([CH:56]=[CH:57][c:58]1[cH:59][cH:60][cH:61][cH:62][cH:63]1)[CH:64]=[CH:65][c:66]1[cH:67][cH:68][cH:69][cH:70][cH:71]1.[O:72]=[C:73]([CH:74]=[CH:75][c:76]1[cH:77][cH:78][cH:79][cH:80][cH:81]1)[CH:82]=[CH:83][c:84]1[cH:85][cH:86][cH:87][cH:88][cH:89]1.[Pd:34].[Pd:35]>>[c:2]1([NH:13][c:14]2[n:15][c:16]([Cl:21])[n:17][cH:18][c:19]2[CH3:20])[cH:3][c:4]([C:9]([F:10])([F:11])[F:12])[c:5]([Cl:8])[cH:6][cH:7]1. The reactants are O=C([O-])[O-], CS(C)=O, Cc1nc(-c2ccc(Cl)cc2)sc1COC1CCCNC1, [Cs+], [Cs+], O=Cc1ccccc1F, O. As a reaction SMILES: [C:31](=[O:32])([O-:33])[O-:34].[CH3:38][S:39]([CH3:40])=[O:41].[Cl:1][c:2]1[cH:3][cH:4][c:5](-[c:8]2[s:9][c:10]([CH2:14][O:15][CH:16]3[CH2:17][NH:18][CH2:19][CH2:20][CH2:21]3)[c:11]([CH3:13])[n:12]2)[cH:6][cH:7]1.[Cs+:35].[Cs+:36].[F:22][c:23]1[c:24]([CH:25]=[O:26])[cH:27][cH:28][cH:29][cH:30]1.[OH2:37]>>[Cl:1][c:2]1[cH:3][cH:4][c:5](-[c:8]2[s:9][c:10]([CH2:14][O:15][CH:16]3[CH2:17][N:18]([c:23]4[c:24]([CH:25]=[O:26])[cH:27][cH:28][cH:29][cH:30]4)[CH2:19][CH2:20][CH2:21]3)[c:11]([CH3:13])[n:12]2)[cH:6][cH:7]1. The product is Cc1nc(-c2ccc(Cl)cc2)sc1COC1CCCN(c2ccccc2C=O)C1.